This data is from the Open Reaction Database (ORD), a public repository of structured organic reaction records. The task is: describe an organic reaction: reactants, conditions, products, and yield Procedure details: To 5.02 g of 1-[2-hydroxy-4-[4-(2,3-dimethoxyphenyl)butoxy]-3-propylphenyl]ethanone in 300 mL of methylene chloride stirred and cooled at -70° was added 39 mL of 1M boron tribromide in methylene chloride. The reaction mixture was stirred at -70° for 30 minutes and kept at -20° for 5.5 hours. Workup as in Example 32 and recrystallization from acetone-hexane gave 3.81 g (82% yield), mp 103°-105° of 1-[2-hydroxy-4-[4-(2,3-dihydroxyphenyl)butoxy]-3-propylphenyl]ethanone. Starting materials: OC1=C(C=CC(=C1CCC)OCCCCC1=C(C(=CC=C1)OC)OC)C(C)=O (1-[2-hydroxy-4-[4-(2,3-dimethoxyphenyl)butoxy]-3-propylphenyl]ethanone), B(Br)(Br)Br (boron tribromide). As a reaction SMILES: [OH:1][C:2]1[C:7]([CH2:8][CH2:9][CH3:10])=[C:6]([O:11][CH2:12][CH2:13][CH2:14][CH2:15][C:16]2[CH:21]=[CH:20][CH:19]=[C:18]([O:22]C)[C:17]=2[O:24]C)[CH:5]=[CH:4][C:3]=1[C:26](=[O:28])[CH3:27].B(Br)(Br)Br>C(Cl)Cl>[OH:1][C:2]1[C:7]([CH2:8][CH2:9][CH3:10])=[C:6]([O:11][CH2:12][CH2:13][CH2:14][CH2:15][C:16]2[CH:21]=[CH:20][CH:19]=[C:18]([OH:22])[C:17]=2[OH:24])[CH:5]=[CH:4][C:3]=1[C:26](=[O:28])[CH3:27]. Solvent: C(Cl)Cl (methylene chloride), C(Cl)Cl (methylene chloride). The yield is 82.0%. Yields the product OC1=C(C=CC(=C1CCC)OCCCCC1=C(C(=CC=C1)O)O)C(C)=O (1-[2-hydroxy-4-[4-(2,3-dihydroxyphenyl)butoxy]-3-propylphenyl]ethanone). Run at time 30 minute. Reactants: CC(C)(C)OC(=O)N1CCC(C(O)c2ccc(F)s2)CC1, CC#N. The product is CC(C)(C)OC(=O)N1CCC(C(=O)c2ccc(F)s2)CC1. As a reaction SMILES: [C:1]([CH3:2])([CH3:3])([CH3:4])[O:5][C:6](=[O:7])[N:8]1[CH2:9][CH2:10][CH:11]([CH:14]([OH:15])[c:16]2[s:17][c:18]([F:21])[cH:19][cH:20]2)[CH2:12][CH2:13]1.[CH3:22][C:23]#[N:24]>>[C:1]([CH3:2])([CH3:3])([CH3:4])[O:5][C:6](=[O:7])[N:8]1[CH2:9][CH2:10][CH:11]([C:14](=[O:15])[c:16]2[s:17][c:18]([F:21])[cH:19][cH:20]2)[CH2:12][CH2:13]1. The reactants are C1(=CC=CC=C1)C(C(=O)N)(CCCNC)C1=CC=CC=C1 (2,2-diphenyl-5-methylaminopentanamide), BrCCC1=CC2=C(OCCO2)C=C1 (6-(2-bromoethyl)-1,4-benzodioxan), C([O-])([O-])=O.[K+].[K+] (potassium carbonate). The solvent is C(C)#N (acetonitrile). Product: C1(=CC=CC=C1)C(C(=O)N)(CCCN(C)CCC1=CC2=C(OCCO2)C=C1)C1=CC=CC=C1 (2,2-diphenyl-5-[N-{2-(1,4-benzodioxan-6-yl)ethyl}-N-methylamino]pentanamide). RXN SMILES: [C:1]1([C:7]([C:16]2[CH:21]=[CH:20][CH:19]=[CH:18][CH:17]=2)([CH2:11][CH2:12][CH2:13][NH:14][CH3:15])[C:8]([NH2:10])=[O:9])[CH:6]=[CH:5][CH:4]=[CH:3][CH:2]=1.Br[CH2:23][CH2:24][C:25]1[CH:34]=[CH:33][C:28]2[O:29][CH2:30][CH2:31][O:32][C:27]=2[CH:26]=1.C(=O)([O-])[O-].[K+].[K+]>C(#N)C>[C:1]1([C:7]([C:16]2[CH:21]=[CH:20][CH:19]=[CH:18][CH:17]=2)([CH2:11][CH2:12][CH2:13][N:14]([CH2:23][CH2:24][C:25]2[CH:34]=[CH:33][C:28]3[O:29][CH2:30][CH2:31][O:32][C:27]=3[CH:26]=2)[CH3:15])[C:8]([NH2:10])=[O:9])[CH:2]=[CH:3][CH:4]=[CH:5][CH:6]=1 |f:2.3.4|. Reported procedure: A mixture containing 2,2-diphenyl-5-methylaminopentanamide (0.36 g--see Preparation 1), 6-(2-bromoethyl)-1,4-benzodioxan (0.32 g), anhydrous potassium carbonate (0.75 g) and acetonitrile (20 ml) was heated under reflux for 16 hours. The mixture was partitioned between dichloromethane (50 ml) and 10% aqueous sodium carbonate (30 ml), the layers separated and the aqueous layer extracted with dichloromethane (3×20 ml). The combined dichloromethane extracts were dried (MgSO4) and concentrated in vac... Starting materials: OCC(C)(C)NC(=S)N (1-(1-hydroxy-2-methylpropan-2-yl)thiourea), BrC1C(C2=C(OCC1)C=C(C=C2)Br)=O (4,8-dibromo-3,4-dihydro-2Hbenzo[b]oxepin-5-one). Solvent: C(C)O (ethanol). Yields the product BrC=1C=CC2=C(OCCC3=C2N=C(S3)NC(CO)(C)C)C1 (2-(8-Bromo-4,5-dihydrothiazolo[4,5-d]benzo[b]oxepine-2-ylamino)-2-methylpropan-1-ol). Reaction SMILES: [OH:1][CH2:2][C:3]([NH:6][C:7]([NH2:9])=[S:8])([CH3:5])[CH3:4].Br[CH:11]1[CH2:17][CH2:16][O:15][C:14]2[CH:18]=[C:19]([Br:22])[CH:20]=[CH:21][C:13]=2[C:12]1=O>C(O)C>[Br:22][C:19]1[CH:20]=[CH:21][C:13]2[C:12]3[N:9]=[C:7]([NH:6][C:3]([CH3:5])([CH3:4])[CH2:2][OH:1])[S:8][C:11]=3[CH2:17][CH2:16][O:15][C:14]=2[CH:18]=1. Procedure: A mixture of 0.67 g (5.0 mmol) of 1-(1-hydroxy-2-methylpropan-2-yl)thiourea and 1.60 g (5.00 mmol) of 4,8-dibromo-3,4-dihydro-2Hbenzo[b]oxepin-5-one in 30 ml of ethanol was heated under reflux for 3 hours. The mixture was concentrated, the residue purified on silica gel column eluting the product with 10% of methanol in dichloromethane. Yield 1.38 g (75%). MS(ESI+): 369.3 Starting materials: C1(=CC=CC=C1)C=1N=CNC1 (4-phenylimidazole), [H-].[Na+] (sodium hydride), C(C)(=O)Cl (acetyl chloride). Solvent: O1CCCC1 (tetrahydrofuran). Run at time 20 minute. Yields the product C(C)(=O)N1C=NC(=C1)C1=CC=CC=C1 (1-acetyl-4-phenylimidazole). RXN SMILES: [C:1]1([C:7]2[N:8]=[CH:9][NH:10][CH:11]=2)[CH:6]=[CH:5][CH:4]=[CH:3][CH:2]=1.[H-].[Na+].[C:14](Cl)(=[O:16])[CH3:15]>O1CCCC1>[C:14]([N:10]1[CH:11]=[C:7]([C:1]2[CH:2]=[CH:3][CH:4]=[CH:5][CH:6]=2)[N:8]=[CH:9]1)(=[O:16])[CH3:15] |f:1.2|. Procedure: To a solution of 4-phenylimidazole in 40 ml of tetrahydrofuran was added portionwise 1.66 g of 50% sodium hydride. After stirring for 20 minutes, 2.46 ml of acetyl chloride was added over 10 minutes and the reaction mixture allowed to stir overnight at room temperature. The reaction was filtered and the filtrate concentrated to give 4 g of crude product which was purified by chromatographing on 150 g of silica gel using 5% methanol in chloroform as eluent, 2.88 g. Reaction conditions: time 15 minute. Reactants: S1C=NC=C1 (thiazole), [Li]CCCC (nBuLi), C(C)(=O)[C@@H]1CC(N(C1)[C@@H](C)C1=CC=C(C=C1)OC)=O ((4R)-4-acetyl-1-[(1S)-1-(4-methoxyphenyl)ethyl]pyrrolidin-2-one). Solvent: C1CCOC1 (THF), C1CCOC1 (THF). Reaction SMILES: [S:1]1[CH:5]=[CH:4][N:3]=[CH:2]1.[Li]CCCC.[C:11]([C@H:14]1[CH2:18][N:17]([C@H:19]([C:21]2[CH:26]=[CH:25][C:24]([O:27][CH3:28])=[CH:23][CH:22]=2)[CH3:20])[C:16](=[O:29])[CH2:15]1)(=[O:13])[CH3:12]>C1COCC1>[OH:13][C@@:11]([C@H:14]1[CH2:18][N:17]([C@H:19]([C:21]2[CH:22]=[CH:23][C:24]([O:27][CH3:28])=[CH:25][CH:26]=2)[CH3:20])[C:16](=[O:29])[CH2:15]1)([C:2]1[S:1][CH:5]=[CH:4][N:3]=1)[CH3:12].[OH:13][C@:11]([C@H:14]1[CH2:18][N:17]([C@H:19]([C:21]2[CH:22]=[CH:23][C:24]([O:27][CH3:28])=[CH:25][CH:26]=2)[CH3:20])[C:16](=[O:29])[CH2:15]1)([C:2]1[S:1][CH:5]=[CH:4][N:3]=1)[CH3:12]. Reported procedure: To a solution of thiazole (3.13 mL, 44 mmol) in THF (50 mL) at −78° C. was added nBuLi at such a rate that the internal temperature did not exceed −65° C. The reaction mixture was stirred for 15 minutes, and then a solution of (4R)-4-acetyl-1-[(1S)-1-(4-methoxyphenyl)ethyl]pyrrolidin-2-one (10 g, 38.3 mmol) in THF (50 mL) was added via canula at such a rate that the internal temperature did not exceed −65° C. The mixture was stirred for 1 hour, quenched with saturated aqueous ammonium chloride (... Product: O[C@](C)(C=1SC=CN1)[C@@H]1CC(N(C1)[C@@H](C)C1=CC=C(C=C1)OC)=O ((4R)-4-[(1S)-1-hydroxy-1-(1,3-thiazol-2-yl)ethyl]-1-[(1S)-1-(4-methoxyphenyl)ethyl]pyrrolidin-2-one), O[C@@](C)(C=1SC=CN1)[C@@H]1CC(N(C1)[C@@H](C)C1=CC=C(C=C1)OC)=O ((4R)-4-[(1R)-1-hydroxy-1-(1,3-thiazol-2-yl)ethyl]-1-[(1S)-1(4-methoxyphenyl)ethyl]pyrrolidin-2-one).